This data is from the Open Reaction Database (ORD), a public repository of structured organic reaction records. The task is: describe an organic reaction: reactants, conditions, products, and yield Starting materials: CS(C(OC)=S)=NS(=O)(=O)C (N-methanesulphonyliminodithiocarbonic acid dimethyl ester), CC=1N=CNC1CSCCN (4-methyl-5-((2-aminoethyl)thiomethyl)imidazole), C(C)O (ethanol), CN (methylamine). Run at time 3 hour. The product is CS(=O)(=O)NC(=NCCSCC1=C(N=CN1)C)NC (N-methanesulphonyl-N'-methyl-N"-[2-((4-methyl-5-imidazolyl)methylthio)ethyl]guanidine). As a reaction SMILES: CS(=[N:7][S:8]([CH3:11])(=[O:10])=[O:9])C(=S)OC.C[C:13]1[N:14]=[CH:15][NH:16][C:17]=1[CH2:18][S:19][CH2:20][CH2:21][NH2:22].[CH3:23][NH2:24].[CH2:25](O)[CH3:26]>>[CH3:11][S:8]([NH:7][C:15]([NH:14][CH3:13])=[N:16][CH2:17][CH2:18][S:19][CH2:20][C:21]1[NH:22][CH:23]=[N:24][C:25]=1[CH3:26])(=[O:9])=[O:10]. Procedure details: A solution of N-methanesulphonyliminodithiocarbonic acid dimethyl ester (10.0 g.) and 4-methyl-5-((2-aminoethyl)thiomethyl)imidazole (8.5 g.) in ethanol (100 ml.) was stirred at room temperature for 3 hours. Excess ethanolic methylamine was added and stirring continued for 3 hours at room temperature. Concentration and trituration with ice-water afforded N-methanesulphonyl-N'-methyl-N"-[2-((4-methyl-5-imidazolyl)methylthio)ethyl]guanidine (12.7 g.), m.p. 133°-134° (from water) Reactants: CCN(CC)S(F)(F)F, OCCOc1ccc(OC(F)(F)F)cc1Br. The product is FCCOc1ccc(OC(F)(F)F)cc1Br. RXN SMILES: [CH2:17]([N:18]([S:19]([F:20])([F:21])[F:23])[CH2:22][CH3:24])[CH3:25].[OH:1][CH2:2][CH2:3][O:4][c:5]1[c:6]([Br:16])[cH:7][c:8]([O:11][C:12]([F:13])([F:14])[F:15])[cH:9][cH:10]1>>[CH2:2]([CH2:3][O:4][c:5]1[c:6]([Br:16])[cH:7][c:8]([O:11][C:12]([F:13])([F:14])[F:15])[cH:9][cH:10]1)[F:23]. As a reaction SMILES: [CH3:21][CH2:22][OH:23].[Cl:1][c:2]1[cH:3][c:4](-[c:9]2[c:10]([F:17])[cH:11][c:12]([CH2:15][Br:16])[cH:13][cH:14]2)[cH:5][cH:6][c:7]1[Cl:8].[Na:18][C:19]#[N:20].[OH2:24]>>[Cl:1][c:2]1[cH:3][c:4](-[c:9]2[c:10]([F:17])[cH:11][c:12]([CH2:15][C:19]#[N:20])[cH:13][cH:14]2)[cH:5][cH:6][c:7]1[Cl:8]. Product: N#CCc1ccc(-c2ccc(Cl)c(Cl)c2)c(F)c1. The reactants are CCO, Fc1cc(CBr)ccc1-c1ccc(Cl)c(Cl)c1, N#C[Na], O. The reactants are [H-].[Na+] (Sodium hydride), N1(CCCCC1)C1=NC=C(C(=N1)CCl)C(=O)OC (2-piperidino-4-chloromethyl-5-methoxycarbonylpyrimidine), CO (methanol). Reaction conditions: time 3 hour. The product is N1(CCCCC1)C1=NC=C(C(=N1)COC)C(=O)OC (2-Piperidino-4-Methoxymethyl-5-Methoxycarbonylpyrimidine). Isolated yield 44.0%. RXN SMILES: [H-].[Na+].[N:3]1([C:9]2[N:14]=[C:13]([CH2:15]Cl)[C:12]([C:17]([O:19][CH3:20])=[O:18])=[CH:11][N:10]=2)[CH2:8][CH2:7][CH2:6][CH2:5][CH2:4]1.[CH3:21][OH:22]>>[N:3]1([C:9]2[N:14]=[C:13]([CH2:15][O:22][CH3:21])[C:12]([C:17]([O:19][CH3:20])=[O:18])=[CH:11][N:10]=2)[CH2:8][CH2:7][CH2:6][CH2:5][CH2:4]1 |f:0.1|. Procedure details: Sodium hydride (0.19 g; 7.8 mmoles) was added to 50 ml of methanol, and 2.1 g (7.8 mmoles) of 2-piperidino-4-chloromethyl-5-methoxycarbonylpyrimidine was added at room temperature. The mixture was stirred for 3 hours. After the solvent was evaporated, water was added to the residue and the mixture was extracted with ethyl acetate. The ethyl acetate layer was dried over anhydrous sodium sulfate and concentrated under reduced pressure. The residue was purified by silica gel chromatography to give ... Reactants: C1CCOC1, CC(C)C[AlH]CC(C)C, Cc1ccccc1, [Cl-], CCOC(=O)c1sc(NC(=O)c2nnn(Cc3ccc(Cl)c(Cl)c3)c2C)nc1C, [NH4+], O. Yields the product Cc1nc(NC(=O)c2nnn(Cc3ccc(Cl)c(Cl)c3)c2C)sc1CO. Reaction SMILES: [CH2:48]1[O:49][CH2:50][CH2:51][CH2:52]1.[CH3:30][CH:31]([CH2:32][AlH:33][CH2:34][CH:35]([CH3:36])[CH3:37])[CH3:38].[CH3:39][c:40]1[cH:41][cH:42][cH:43][cH:44][cH:45]1.[Cl-:46].[Cl:1][c:2]1[cH:3][c:4]([CH2:9][n:10]2[n:11][n:12][c:13]([C:16](=[O:17])[NH:18][c:19]3[s:20][c:21]([C:25](=[O:26])[O:27][CH2:28][CH3:29])[c:22]([CH3:24])[n:23]3)[c:14]2[CH3:15])[cH:5][cH:6][c:7]1[Cl:8].[NH4+:47].[OH2:53]>>[Cl:1][c:2]1[cH:3][c:4]([CH2:9][n:10]2[n:11][n:12][c:13]([C:16](=[O:17])[NH:18][c:19]3[s:20][c:21]([CH2:25][OH:26])[c:22]([CH3:24])[n:23]3)[c:14]2[CH3:15])[cH:5][cH:6][c:7]1[Cl:8]. Reactants: BrCCCCCCCCCCCCOCC(=O)OC(C)(C)C (t-Butyl 15-Bromo-3-oxa-pentadecanoate), C1(=CC=C(C=C1)S(=O)(=O)O)C (p-toluenesulfonic acid), CCOCC (Ether), O (water). The solvent is CO (methanol), CCCCCC.C(C)(=O)OCC (hexane ethyl acetate). Product: BrCCCCCCCCCCCCOCC(=O)OC (Methyl 15-Bromo-3-oxa-pentadecanoate). Isolated yield 76.9%. Reaction SMILES: [Br:1][CH2:2][CH2:3][CH2:4][CH2:5][CH2:6][CH2:7][CH2:8][CH2:9][CH2:10][CH2:11][CH2:12][CH2:13][O:14][CH2:15][C:16]([O:18][C:19](C)(C)C)=[O:17].C1(C)C=CC(S(O)(=O)=O)=CC=1.CCOCC.O>CO.CCCCCC.C(OCC)(=O)C>[Br:1][CH2:2][CH2:3][CH2:4][CH2:5][CH2:6][CH2:7][CH2:8][CH2:9][CH2:10][CH2:11][CH2:12][CH2:13][O:14][CH2:15][C:16]([O:18][CH3:19])=[O:17] |f:5.6|. Procedure: To 1.3 mmol of 3 in methanol (20 ml) was added a catalytic amount of p-toluenesulfonic acid and the solution was stirred under reflux for 5 hr. Ether (20 ml) and water (20 ml) were added, and the organic layer washed successively with water and brine, dried (MgSO4), and evaporated under reduced pressure. The product 5 (1 mmol, 77%) was isolated as an oil by column chromatography (hexane/ethyl acetate 9:1−>3:1). TLC (hexane/ethyl acetate 3:1) Rf=0.6. 1H-NMR 1.2-1.65 (m, 20H, CH2), 3.41 (t, 2H, C(...